Dataset: the Open Reaction Database (ORD), a public repository of structured organic reaction records. Task: describe an organic reaction: reactants, conditions, products, and yield The reactants are [Cu], N#Cc1cccc(F)c1, [I-], [K+], [K+], [K+], O=C([O-])[O-], CN(C)C=O, c1c[nH]cn1. Product: N#Cc1cccc(-n2ccnc2)c1. RXN SMILES: [Cu:23].[F:1][c:2]1[cH:3][c:4]([C:5]#[N:6])[cH:7][cH:8][cH:9]1.[I-:22].[K+:15].[K+:16].[K+:21].[O-:17][C:18]([O-:19])=[O:20].[O:24]=[CH:25][N:26]([CH3:27])[CH3:28].[nH:10]1[cH:11][n:12][cH:13][cH:14]1>>[c:2]1(-[n:10]2[cH:11][n:12][cH:13][cH:14]2)[cH:3][c:4]([C:5]#[N:6])[cH:7][cH:8][cH:9]1. Reactants: O (water), C([O-])([O-])=O.[K+].[K+] (potassium carbonate), ICC (iodoethane), BrC1=CC=C(C(C=O)=C1)O (5-bromosalicylaldehyde). The solvent is CN(C)C=O (DMF). Run at temperature 90 celsius, time 3 hour. Product: BrC=1C=CC(=C(C=O)C1)OCC (5-bromo-2-ethoxybenzaldehyde). Reaction SMILES: [Br:1][C:2]1[CH:9]=[C:6]([CH:7]=[O:8])[C:5]([OH:10])=[CH:4][CH:3]=1.C(=O)([O-])[O-].[K+].[K+].I[CH2:18][CH3:19].O>CN(C=O)C>[Br:1][C:2]1[CH:3]=[CH:4][C:5]([O:10][CH2:18][CH3:19])=[C:6]([CH:9]=1)[CH:7]=[O:8] |f:1.2.3|. Procedure details: In DMF (150 ml) was dissolved 5-bromosalicylaldehyde (18.6 g). To the mixture was added at room temperature potassium carbonate (16.6 g) and then was added iodoethane (17.3 ml), and the mixture was stirred at 90° C. for 3 hours and cooled to room temperature. The reaction mixture was added to water, and the mixture was extracted with ethyl acetate, washed with saturated brine and dried with magnesium sulfate. Under reduced pressure, the solvent was evaporated, and the residue was purified with s... The reactants are CO, CC1CN(C(=O)C(F)(F)F)CCc2cc(-c3ccnn3C)ccc21, [Na+], [OH-]. Product: CC1CNCCc2cc(-c3ccnn3C)ccc21. RXN SMILES: [CH3:27][OH:28].[F:1][C:2]([F:3])([F:4])[C:23]([N:5]1[CH2:6][CH2:7][c:8]2[c:9]([cH:13][cH:14][c:15](-[c:17]3[n:18]([CH3:22])[n:19][cH:20][cH:21]3)[cH:16]2)[CH:10]([CH3:12])[CH2:11]1)=[O:24].[Na+:26].[OH-:25]>>[NH:5]1[CH2:6][CH2:7][c:8]2[c:9]([cH:13][cH:14][c:15](-[c:17]3[n:18]([CH3:22])[n:19][cH:20][cH:21]3)[cH:16]2)[CH:10]([CH3:12])[CH2:11]1. Reactants: CN(CCC1CC2=C(C(C3=C1C=CC=C3)=O)C=CC=C2)C (10-(2-dimethylaminoethyl)-10,11-dihydro-5H-dibenzo[a,d]cyclohepten-5-one), C(C1=CC=CC=C1)(=O)Cl (benzoyl chloride), CN(CCC1CC2=C(C(C3=C1C=CC=C3)(O)CSC3=CC=CC=C3)C=CC=C2)C (10-(2-dimethylaminoethyl)-10,11-dihydro-5-phenylthiomethyl-5H-dibenzo[a,d]cycloheptene-5-ol), C1(=CC=CC=C1)SC (thioanisole), solution, C1(=CC=CC=C1)[Li] (phenyllithium), C1(=CC=CC=C1)SC[Li] (phenylthiomethyllithium). The solvent is CCOCC (ether), O1CCCC1 (tetrahydrofuran), O1CCCC1 (tetrahydrofuran), CCOCC (ether). Reaction conditions: time 24 hour. The product is C1(=CC=CC=C1)SC[Li] (phenylthiomethyllithium), CN(CCC1CC2=C(C(C3=C1C=CC=C3)(C3=CC=CC=C3C(=O)[O-])CSC3=CC=CC=C3)C=CC=C2)C (10-(2-dimethylaminoethyl)-10,11-dihydro-5-phenylthiomethyl-5H-dibenzo[a,d]cyclohepten-5-benzoate). RXN SMILES: [C:1]1([S:7][CH3:8])[CH:6]=[CH:5][CH:4]=[CH:3][CH:2]=1.C1([Li])C=CC=CC=1.[CH3:16][N:17]([CH3:36])[CH2:18][CH2:19][CH:20]1[C:26]2[CH:27]=[CH:28][CH:29]=[CH:30][C:25]=2[C:24](=O)[C:23]2[CH:32]=[CH:33][CH:34]=[CH:35][C:22]=2[CH2:21]1.[C:37]1([S:43][CH2:44][Li:45])[CH:42]=[CH:41][CH:40]=[CH:39][CH:38]=1.CN(C)CCC1[C:56]2[CH:57]=[CH:58][CH:59]=[CH:60][C:55]=2[C:54](CSC2C=CC=CC=2)([OH:61])C2C=CC=CC=2C1.C(Cl)(=[O:82])C1C=CC=CC=1>CCOCC.O1CCCC1>[C:37]1([S:43][CH2:44][Li:45])[CH:42]=[CH:41][CH:40]=[CH:39][CH:38]=1.[CH3:16][N:17]([CH3:36])[CH2:18][CH2:19][CH:20]1[C:26]2[CH:27]=[CH:28][CH:29]=[CH:30][C:25]=2[C:24]([CH2:8][S:7][C:1]2[CH:6]=[CH:5][CH:4]=[CH:3][CH:2]=2)([C:56]2[C:55]([C:54]([O-:61])=[O:82])=[CH:60][CH:59]=[CH:58][CH:57]=2)[C:23]2[CH:32]=[CH:33][CH:34]=[CH:35][C:22]=2[CH2:21]1. Reported procedure: A solution of phenylthiomethyllithium (~0.5 m) is prepared by reacting 6.22 g. (0.05 mole) of thioanisole in 72 ml. of dry tetrahydrofuran with 22.0 ml. of 2.3M solution of phenyllithium for 15 hours at room temperature under nitrogen. A solution of 1.94 g. (0.007 mole) of 10-(2-dimethylaminoethyl)-10,11-dihydro-5H-dibenzo[a,d]cyclohepten-5-one in 40 ml. of tetrahydrofuran is then added to a 42 ml. (~0.021 mole) portion of the phenylthiomethyllithium with ice-cooling. Stirring is initiated at ro...